From a dataset of the Open Reaction Database (ORD), a public repository of structured organic reaction records. describe an organic reaction: reactants, conditions, products, and yield Starting materials: O.C1(=CC=CC=C1)C(=O)C=O (Phenylglyoxal monohydrate), C(C)(CC)C1=CC=CC=C1 (sec-butylbenzene). Reagents/catalysts: [Ti](Cl)(Cl)(Cl)Cl (titanium tetrachloride). The solvent is ClC(C)Cl (dichloroethane). Product: C(C)(CC)C1=CC=C(C(C(C2=CC=CC=C2)=O)O)C=C1 (4'-sec-butylbenzoin), crystal. Yield: 37.3%. As a reaction SMILES: O.[C:2]1([C:8]([CH:10]=[O:11])=[O:9])[CH:7]=[CH:6][CH:5]=[CH:4][CH:3]=1.[CH:12]([C:16]1[CH:21]=[CH:20][CH:19]=[CH:18][CH:17]=1)([CH2:14][CH3:15])[CH3:13]>ClC(Cl)C.[Ti](Cl)(Cl)(Cl)Cl>[CH:12]([C:16]1[CH:21]=[CH:20][C:19]([CH:10]([OH:11])[C:8](=[O:9])[C:2]2[CH:7]=[CH:6][CH:5]=[CH:4][CH:3]=2)=[CH:18][CH:17]=1)([CH2:14][CH3:15])[CH3:13] |f:0.1|. Reported procedure: Phenylglyoxal monohydrate (304 mg, 2 mM) and sec-butylbenzene (0.62 ml, 4 mM) were dissolved in dichloroethane (4 ml), titanium tetrachloride (0.33 ml, 3 mM) was added, and reacted at room temperature for 2.5 hours. Using the same procedure as in Example 1, 4'-sec-butylbenzoin was obtained as crystal (200.6 mg, 37.3% yield). The reactants are BrC=1C=CC2=C(CCCN(C2)C2=NC3=CC=C(C=C3C(=C2)Cl)Cl)C1 (7-bromo-2-(4,6-dichloroquinolin-2-yl)-2,3,4,5-tetrahydro-1H-2-benzazepine), C(CN)N (ethane-1,2-diamine). Conditions: temperature 160 celsius, time 2 hour. Yields the product BrC=1C=CC2=C(CCCN(C2)C2=NC3=CC=C(C=C3C(=C2)NCCN)Cl)C1 (N-[2-(7-Bromo-1,3,4,5-tetrahydro-2H-2-benzazepin-2-yl)-6-chloroquinolin-4-yl]ethane-1,2-diamine). Yield: 18.0%. As a reaction SMILES: [Br:1][C:2]1[CH:3]=[CH:4][C:5]2[CH2:11][N:10]([C:12]3[CH:21]=[C:20](Cl)[C:19]4[C:14](=[CH:15][CH:16]=[C:17]([Cl:23])[CH:18]=4)[N:13]=3)[CH2:9][CH2:8][CH2:7][C:6]=2[CH:24]=1.[CH2:25]([NH2:28])[CH2:26][NH2:27]>>[Br:1][C:2]1[CH:3]=[CH:4][C:5]2[CH2:11][N:10]([C:12]3[CH:21]=[C:20]([NH:27][CH2:26][CH2:25][NH2:28])[C:19]4[C:14](=[CH:15][CH:16]=[C:17]([Cl:23])[CH:18]=4)[N:13]=3)[CH2:9][CH2:8][CH2:7][C:6]=2[CH:24]=1. Reported procedure: The mixture of 7-bromo-2-(4,6-dichloroquinolin-2-yl)-2,3,4,5-tetrahydro-1H-2-benzazepine (200 mg, 0.47 mmol) and ethane-1,2-diamine (0.5 mL) was heated with stirring in a 5 mL microwave process vial for 2 hours at 160° C. under microwave irradiation. The solvent was removed under reduced pressure, and the residue was purified by preparative HPLC to give 38 mg of product (yield was 18%). MS obsd. (ESI+) [(M+H)+] 445, 1H NMR (400 MHz, CD3OD) δ ppm 7.90 (d, J=2.4 Hz, 1 H), 7.49 (d, J=8.8 Hz, 1 H), ...